From a dataset of the Open Reaction Database (ORD), a public repository of structured organic reaction records. describe an organic reaction: reactants, conditions, products, and yield Starting materials: [Cl-].[Ca+2].[Cl-] (calcium chloride), FC=1C=CC2=C(C(=C(O2)C(=O)OC)COCCOC)C1 (methyl 5-fluoro-3-[(2-methoxyethoxy)methyl]-1-benzofuran-2-carboxylate), C(O)([O-])=O.[Na+] (sodium hydrogen carbonate), [BH4-].[Na+] (sodium borohydride). Run in O1CCCC1 (tetrahydrofuran), C(C)O (ethanol). Reaction conditions: time 3 hour. Product: FC=1C=CC2=C(C(=C(O2)CO)COCCOC)C1 ({5-fluoro-3-[(2-methoxyethoxy)methyl]-1-benzofuran-2-yl}methanol). Yield: 96.6%. Reaction SMILES: [F:1][C:2]1[CH:3]=[CH:4][C:5]2[O:9][C:8]([C:10](OC)=[O:11])=[C:7]([CH2:14][O:15][CH2:16][CH2:17][O:18][CH3:19])[C:6]=2[CH:20]=1.[Cl-].[Ca+2].[Cl-].[BH4-].[Na+].C(=O)([O-])O.[Na+]>O1CCCC1.C(O)C>[F:1][C:2]1[CH:3]=[CH:4][C:5]2[O:9][C:8]([CH2:10][OH:11])=[C:7]([CH2:14][O:15][CH2:16][CH2:17][O:18][CH3:19])[C:6]=2[CH:20]=1 |f:1.2.3,4.5,6.7|. Procedure details: To a mixture of methyl 5-fluoro-3-[(2-methoxyethoxy)methyl]-1-benzofuran-2-carboxylate (1.54 g) synthesized above, calcium chloride (1.21 g), ethanol (15 mL) and tetrahydrofuran (15 mL) was added sodium borohydride (825 mg) at 0° C., and the mixture was stirred at room temperature for 3 hr. Saturated aqueous sodium hydrogen carbonate solution was added to quench the reaction, and the reaction mixture was extracted with ethyl acetate. The extract was washed with saturated brine, dried over magnes...